This data is from the Open Reaction Database (ORD), a public repository of structured organic reaction records. The task is: describe an organic reaction: reactants, conditions, products, and yield As a reaction SMILES: [CH:10]1([NH2:14])[CH2:11][CH2:12][CH2:13]1.[CH:15]([N:16]([CH2:17][CH3:18])[CH:19]([CH3:20])[CH3:21])([CH3:22])[CH3:23].[Cl:1][c:2]1[n:3][cH:4][c:5]([Cl:9])[c:6]([Cl:8])[n:7]1>>[Cl:1][c:2]1[n:3][cH:4][c:5]([Cl:9])[c:6]([NH:14][CH:10]2[CH2:11][CH2:12][CH2:13]2)[n:7]1. Product: Clc1ncc(Cl)c(NC2CCC2)n1. Starting materials: NC1CCC1, CCN(C(C)C)C(C)C, Clc1ncc(Cl)c(Cl)n1. Reactants: CCOc1ccc2c(c1)n(C1CCCCC1)c(=O)n2S(=O)(=O)c1ccc(C(=O)O)cc1OC, CC(C)(C)CC(C)(C)N, CCN(C(C)C)C(C)C, ClCCl. Yields the product CCOc1ccc2c(c1)n(C1CCCCC1)c(=O)n2S(=O)(=O)c1ccc(C(=O)NC(C)(C)CC(C)(C)C)cc1OC. As a reaction SMILES: [CH2:1]([CH3:2])[O:3][c:4]1[cH:5][c:6]2[c:7]([n:8]([S:18](=[O:19])(=[O:20])[c:21]3[c:22]([O:30][CH3:31])[cH:23][c:24]([C:27](=[O:28])[OH:29])[cH:25][cH:26]3)[c:9](=[O:17])[n:10]2[CH:11]2[CH2:12][CH2:13][CH2:14][CH2:15][CH2:16]2)[cH:32][cH:33]1.[CH3:34][C:35]([CH2:36][C:37]([CH3:38])([CH3:39])[CH3:40])([CH3:41])[NH2:42].[CH:43]([N:44]([CH2:45][CH3:46])[CH:47]([CH3:48])[CH3:49])([CH3:50])[CH3:51].[Cl:52][CH2:53][Cl:54]>>[CH2:1]([CH3:2])[O:3][c:4]1[cH:5][c:6]2[c:7]([n:8]([S:18](=[O:19])(=[O:20])[c:21]3[c:22]([O:30][CH3:31])[cH:23][c:24]([C:27](=[O:29])[NH:42][C:35]([CH3:34])([CH2:36][C:37]([CH3:38])([CH3:39])[CH3:40])[CH3:41])[cH:25][cH:26]3)[c:9](=[O:17])[n:10]2[CH:11]2[CH2:12][CH2:13][CH2:14][CH2:15][CH2:16]2)[cH:32][cH:33]1. Starting materials: N(=[N+]=[N-])CC(=O)C1=CC=C(C=C1)SC (2-azido-1-(4-methylsulfanyl-phenyl)-ethanone), B.C1CCOC1 (BH3.THF). Solvent: C1CCOC1 (THF). Run at temperature 0 celsius, time 2 hour. Yields the product N(=[N+]=[N-])CC(O)C1=CC=C(C=C1)SC (2-Azido-1-(4-methylsulfanyl-phenyl)-ethanol). The yield is 102.0%. As a reaction SMILES: [N:1]([CH2:4][C:5]([C:7]1[CH:12]=[CH:11][C:10]([S:13][CH3:14])=[CH:9][CH:8]=1)=[O:6])=[N+:2]=[N-:3].B.C1COCC1>C1COCC1>[N:1]([CH2:4][CH:5]([C:7]1[CH:12]=[CH:11][C:10]([S:13][CH3:14])=[CH:9][CH:8]=1)[OH:6])=[N+:2]=[N-:3] |f:1.2|. Procedure: A solution consisting of 2-azido-1-(4-methylsulfanyl-phenyl)-ethanone (1.69 g, 8.15 mmol) and THF (8.15 mL) was cooled to 0° C. before slowly adding BH3.THF (1.0 M solution, 8.15 ml) over 10 min. The resulting solution was stirred at 0° C. for 2 h. The reaction was quenched by slow addition of MeOH (10 mL) at 0° C., and then concentrating to dryness to yield the title compound (1.74 g, 100%). Starting materials: NC=1C(=CC=C2C=C(C=NC12)Cl)NCC (8-amino-3-chloro-7-ethylaminoquinoline), C(C)(OCC)(OCC)OCC (triethyl orthoacetate). Product: CC1=NC2=C(C=CC=3C=C(C=NC23)Cl)N1CC (2-Methyl-3-ethyl-7-chloro-3H-imidazo[4,5-h]quinoline). As a reaction SMILES: [NH2:1][C:2]1[C:3]([NH:13][CH2:14][CH3:15])=[CH:4][CH:5]=[C:6]2[C:11]=1[N:10]=[CH:9][C:8]([Cl:12])=[CH:7]2.[C:16](OCC)(OCC)(OCC)[CH3:17]>>[CH3:15][C:14]1[N:13]([CH2:16][CH3:17])[C:3]2[CH:4]=[CH:5][C:6]3[CH:7]=[C:8]([Cl:12])[CH:9]=[N:10][C:11]=3[C:2]=2[N:1]=1. Procedure: 14 g (64 mmol) of 8-amino-3-chloro-7-ethylaminoquinoline and 42 g (0.26 mol) of triethyl orthoacetate are stirred at 100° C. for 1 hour. The mixture is allowed to cool to room temperature, excess orthoester is evaporated off, and the residue is recrystallized from ethyl acetate. Starting materials: N1(N=CC=C1)C1=CC=C(C=C1)O (4-pyrazole-1-yl-phenol), C1(=CC=CC=C1)P(C1=CC=CC=C1)C1=CC=CC=C1 (triphenylphosphine), OCCNC(OCC1=CC=CC=C1)=O (benzyl N-(2-hydroxyethyl)carbamate), N(=NC(=O)N1CCCCC1)C(=O)N1CCCCC1 (1,1′-(azodicarbonyl)-dipiperidine). Run in C1(=CC=CC=C1)C (toluene), O1CCCC1 (tetrahydrofuran), C1(=CC=CC=C1)C (toluene). Conditions: temperature 0 celsius. Yields the product C(C1=CC=CC=C1)OC(NCCOC1=CC=C(C=C1)N1N=CC=C1)=O ([2-(4-pyrazole-1-yl-phenoxy)-ethyl]-carbamic acid benzyl ester). RXN SMILES: [N:1]1([C:6]2[CH:11]=[CH:10][C:9]([OH:12])=[CH:8][CH:7]=2)[CH:5]=[CH:4][CH:3]=[N:2]1.C1(P(C2C=CC=CC=2)C2C=CC=CC=2)C=CC=CC=1.O[CH2:33][CH2:34][NH:35][C:36](=[O:45])[O:37][CH2:38][C:39]1[CH:44]=[CH:43][CH:42]=[CH:41][CH:40]=1.N(C(N1CCCCC1)=O)=NC(N1CCCCC1)=O>O1CCCC1.C1(C)C=CC=CC=1>[CH2:38]([O:37][C:36](=[O:45])[NH:35][CH2:34][CH2:33][O:12][C:9]1[CH:10]=[CH:11][C:6]([N:1]2[CH:5]=[CH:4][CH:3]=[N:2]2)=[CH:7][CH:8]=1)[C:39]1[CH:44]=[CH:43][CH:42]=[CH:41][CH:40]=1. Reported procedure: A round-bottomed flask was charged with 4-pyrazole-1-yl-phenol (175 mg, 1.09 mmol), and 3.6 ml of toluene, triphenylphosphine (430 mg, 1.64 mmol), and benzyl N-(2-hydroxyethyl)carbamate (320 mg, 1.64 mmol) were then added. The solution was cooled to 0° C. and 1,1′-(azodicarbonyl)-dipiperidine (414 mg, 1.64 mmol) was added. The mixture was allowed to stir for about ten minutes at about 0° C. and was then allowed to warm to room temperature. An additional 3.6 ml of toluene and 3.6 ml of tetrahydro... Starting materials: CC(=O)O, C1CCOC1, COC(=O)c1ccc(C=NNC(=O)OC(C)(C)C)cc1, CO. The product is COC(=O)c1ccc(CNNC(=O)OC(C)(C)C)cc1. RXN SMILES: [C:23]([OH:24])(=[O:25])[CH3:26].[CH2:27]1[O:28][CH2:29][CH2:30][CH2:31]1.[CH3:1][O:2][C:3](=[O:4])[c:5]1[cH:6][cH:7][c:8]([CH:9]=[N:10][NH:11][C:12](=[O:13])[O:14][C:15]([CH3:16])([CH3:17])[CH3:18])[cH:19][cH:20]1.[CH3:21][OH:22]>>[CH3:1][O:2][C:3](=[O:4])[c:5]1[cH:6][cH:7][c:8]([CH2:9][NH:10][NH:11][C:12](=[O:13])[O:14][C:15]([CH3:16])([CH3:17])[CH3:18])[cH:19][cH:20]1.